This data is from the Open Reaction Database (ORD), a public repository of structured organic reaction records. The task is: describe an organic reaction: reactants, conditions, products, and yield The reactants are O (water), C([O-])([O-])=O.[Ca+2] (calcium carbonate), BrC1=CC=C(C=C1)S(=O)(=O)Cl (4-bromobenzenesulphonyl chloride), CC=1C=C(N)C=C(C1S(=O)(=O)C[N+](=O)[O-])C (3,5-dimethyl-4-[(nitromethyl)sulphonyl]aniline). Solvent: O1CCCC1 (tetrahydrofuran). Conditions: time 20 hour. Yields the product BrC1=CC=C(C=C1)S(=O)(=O)NC1=CC(=C(C(=C1)C)S(=O)(=O)C[N+](=O)[O-])C (4-bromo-N-[3,5-dimethyl-4-[(nitromethyl)sulphonyl]phenyl]benzenesulphonamide). Isolated yield 24.2%. Reaction SMILES: C(=O)([O-])[O-].[Ca+2].[Br:6][C:7]1[CH:12]=[CH:11][C:10]([S:13](Cl)(=[O:15])=[O:14])=[CH:9][CH:8]=1.[CH3:17][C:18]1[CH:19]=[C:20]([CH:22]=[C:23]([CH3:32])[C:24]=1[S:25]([CH2:28][N+:29]([O-:31])=[O:30])(=[O:27])=[O:26])[NH2:21].O>O1CCCC1>[Br:6][C:7]1[CH:12]=[CH:11][C:10]([S:13]([NH:21][C:20]2[CH:19]=[C:18]([CH3:17])[C:24]([S:25]([CH2:28][N+:29]([O-:31])=[O:30])(=[O:27])=[O:26])=[C:23]([CH3:32])[CH:22]=2)(=[O:15])=[O:14])=[CH:9][CH:8]=1 |f:0.1|. Reported procedure: 2.0 g (20.0 mmol) of calcium carbonate and 3.8 g (14.9 mmol) of 4-bromobenzenesulphonyl chloride are successively added to a mixture of 2.4 g (9.83 mmol) of 3,5-dimethyl-4-[(nitromethyl)sulphonyl]aniline in 45 ml of anhydrous tetrahydrofuran. The reaction medium is stirred for 20 h at room temperature and is then refluxed for 48 h. After cooling, it is poured into 400 ml of water and extracted with methylene chloride. The combined organic extracts are dried over sodium sulphate and concentrated ... Starting materials: CC(C)N1CCN(CCC(=O)Nc2cccc(-c3nc(Nc4ccc5c(cnn5C(=O)OC(C)(C)C)c4)c4ccccc4n3)c2)CC1, ClCCl. Product: CC(C)N1CCN(CCC(=O)Nc2cccc(-c3nc(Nc4ccc5[nH]ncc5c4)c4ccccc4n3)c2)CC1. RXN SMILES: [CH:1]([CH3:2])([CH3:3])[N:4]1[CH2:5][CH2:6][N:7]([CH2:10][CH2:11][C:12](=[O:13])[NH:14][c:15]2[cH:16][c:17](-[c:21]3[n:22][c:23]4[cH:24][cH:25][cH:26][cH:27][c:28]4[c:29]([NH:31][c:32]4[cH:33][c:34]5[cH:35][n:36][n:37]([C:41]([O:42][C:43]([CH3:44])([CH3:45])[CH3:46])=[O:47])[c:38]5[cH:39][cH:40]4)[n:30]3)[cH:18][cH:19][cH:20]2)[CH2:8][CH2:9]1.[Cl:48][CH2:49][Cl:50]>>[CH:1]([CH3:2])([CH3:3])[N:4]1[CH2:5][CH2:6][N:7]([CH2:10][CH2:11][C:12](=[O:13])[NH:14][c:15]2[cH:16][c:17](-[c:21]3[n:22][c:23]4[cH:24][cH:25][cH:26][cH:27][c:28]4[c:29]([NH:31][c:32]4[cH:33][c:34]5[cH:35][n:36][nH:37][c:38]5[cH:39][cH:40]4)[n:30]3)[cH:18][cH:19][cH:20]2)[CH2:8][CH2:9]1. Reactants: [Br-], Br, CC(=O)Oc1c(Cl)c(Oc2ccc(N)cc2)c(OC(C)=O)c2ccccc12, C=CC(=O)OCCCC, [Na+], O=[N+]([O-])[O-]. The product is CCCCOC(=O)C(Br)Cc1ccc(Oc2c(Cl)c(OC(C)=O)c3ccccc3c2OC(C)=O)cc1. RXN SMILES: [Br-:43].[BrH:28].[C:1]([CH3:2])(=[O:3])[O:4][c:5]1[c:6]([O:20][c:21]2[cH:22][cH:23][c:24]([NH2:27])[cH:25][cH:26]2)[c:7]([Cl:19])[c:8]([O:15][C:16]([CH3:17])=[O:18])[c:9]2[cH:10][cH:11][cH:12][cH:13][c:14]12.[CH3:34][CH2:35][CH2:36][CH2:37][O:38][C:39](=[O:40])[CH:41]=[CH2:42].[Na+:29].[O-:30][N+:31](=[O:32])[O-:33]>>[C:1]([CH3:2])(=[O:3])[O:4][c:5]1[c:6]([O:20][c:21]2[cH:22][cH:23][c:24]([CH2:42][CH:41]([Br:28])[C:39]([O:38][CH2:37][CH2:36][CH2:35][CH3:34])=[O:40])[cH:25][cH:26]2)[c:7]([Cl:19])[c:8]([O:15][C:16]([CH3:17])=[O:18])[c:9]2[cH:10][cH:11][cH:12][cH:13][c:14]12. Starting materials: CS(=O)(=O)Cl (Methanesulfonyl chloride), FC(C(=O)O)(F)F.FC(C(=O)O)(F)F.N1CC(C1)C=1C(=C(C=C(C1C)Cl)C(C)NC1=C2N=CNC2=NC=N1)OC (N-[1-(3-azetidin-3-yl-5-chloro-2-methoxy-4-methylphenyl)ethyl]-9H-purin-6-amine bis(trifluoroacetate)), CCN(C(C)C)C(C)C (DIPEA). The solvent is C(Cl)Cl (methylene chloride). Run at time 30 minute. Yields the product FC(C(=O)O)(F)F.ClC=1C(=C(C(=C(C1)C(C)NC1=C2N=CNC2=NC=N1)OC)C1CN(C1)S(=O)(=O)C)C (N-(1-{5-Chloro-2-methoxy-4-methyl-3-[1-(methylsulfonyl)azetidin-3-yl]phenyl}ethyl)-9H-purin-6-amine trifluoroacetate), C(=O)(C(F)(F)F)O (TFA). Reaction SMILES: [CH3:1][S:2](Cl)(=[O:4])=[O:3].[F:6][C:7]([F:12])([F:11])[C:8]([OH:10])=[O:9].[F:13][C:14]([F:19])([F:18])[C:15]([OH:17])=[O:16].[NH:20]1[CH2:23][CH:22]([C:24]2[C:25]([O:44][CH3:45])=[C:26]([CH:32]([NH:34][C:35]3[N:43]=[CH:42][N:41]=[C:40]4[C:36]=3[N:37]=[CH:38][NH:39]4)[CH3:33])[CH:27]=[C:28]([Cl:31])[C:29]=2[CH3:30])[CH2:21]1.CCN(C(C)C)C(C)C>C(Cl)Cl>[F:6][C:7]([F:12])([F:11])[C:8]([OH:10])=[O:9].[Cl:31][C:28]1[C:29]([CH3:30])=[C:24]([CH:22]2[CH2:21][N:20]([S:2]([CH3:1])(=[O:4])=[O:3])[CH2:23]2)[C:25]([O:44][CH3:45])=[C:26]([CH:32]([NH:34][C:35]2[N:43]=[CH:42][N:41]=[C:40]3[C:36]=2[N:37]=[CH:38][NH:39]3)[CH3:33])[CH:27]=1.[C:15]([OH:17])([C:14]([F:19])([F:18])[F:13])=[O:16] |f:1.2.3,6.7|. Reported procedure: Methanesulfonyl chloride (1.6 μL, 0.021 mmol) was added to a solution of N-[1-(3-azetidin-3-yl-5-chloro-2-methoxy-4-methylphenyl)ethyl]-9H-purin-6-amine bis(trifluoroacetate) (8.5 mg, 0.014 mmol, from Example 165) and DIPEA (0.015 mL, 0.085 mmol) in methylene chloride (0.5 mL) at 0° C. and then the reaction was stirred at room temperature for 30 minutes. The crude mixture was purified on prep-LCMS (XBridge C18 Column, eluting with a gradient of acetonitrile in water with 0.05% trifluoroacetic ac...